Dataset: the Open Reaction Database (ORD), a public repository of structured organic reaction records. Task: describe an organic reaction: reactants, conditions, products, and yield Starting materials: CC[C@H](CC[C@@H](C)[C@H]1CC[C@@H]2[C@@]1(CC[C@H]3C2=CC=C4[C@@]3(CC[C@@H](C4)O)C)C)C(C)C (7-Dehydrositosterol). Run in C(C)O (ethanol). Product: CC[C@@H](CC[C@@H](C)[C@H]1CC[C@@H]\2[C@@]1(CCC/C2=C\C=C/3\C[C@H](CCC3=C)O)C)C(C)C (Vitamin D5). Isolated yield 40.1%. Reaction SMILES: [CH3:1][CH2:2][C@@H:3]([CH:28]([CH3:30])[CH3:29])[CH2:4][CH2:5][C@H:6]([C@@H:8]1[C@@:12]2([CH3:27])[CH2:13][CH2:14][C@@H:15]3[C@@:20]4([CH3:26])[CH2:21][CH2:22][C@H:23]([OH:25])[CH2:24][C:19]4=[CH:18][CH:17]=[C:16]3[C@@H:11]2[CH2:10][CH2:9]1)[CH3:7]>C(O)C>[CH3:1][CH2:2][C@H:3]([CH:28]([CH3:29])[CH3:30])[CH2:4][CH2:5][C@H:6]([C@@H:8]1[C@@:12]2([CH3:27])[CH2:13][CH2:14][CH2:15]/[C:16](=[CH:17]\[CH:18]=[C:19]3\[CH2:24][C@@H:23]([OH:25])[CH2:22][CH2:21][C:20]\3=[CH2:26])/[C@@H:11]2[CH2:10][CH2:9]1)[CH3:7]. Procedure details: 7-Dehydrositosterol (7) (1.5 g, 3.63 mmol) in ethanol (200 mL) was heated at 60° C. for 4 h. The reaction was monitored by TLC. The solution was concentrated in vacuo and the crude vitamin D5 was purified on a silica gel column using 20% ethyl acetate in hexane to yield 600 mg (40%) of Vitamin D5 (9). The reactants are CCc1cc(-c2noc(-c3cc(C)nc(N(CC)CC)c3)n2)cc(C)c1OCCNC(=O)CNC(=O)OC(C)(C)C, ClCCl, O=C(O)C(F)(F)F. Yields the product CCc1cc(-c2noc(-c3cc(C)nc(N(CC)CC)c3)n2)cc(C)c1OCCNC(=O)CN. RXN SMILES: [C:1]([O:2][C:3](=[O:4])[NH:7][CH2:8][C:9]([NH:10][CH2:11][CH2:12][O:13][c:14]1[c:15]([CH2:38][CH3:39])[cH:16][c:17](-[c:21]2[n:22][o:23][c:24](-[c:26]3[cH:27][c:28]([N:33]([CH2:34][CH3:35])[CH2:36][CH3:37])[n:29][c:30]([CH3:32])[cH:31]3)[n:25]2)[cH:18][c:19]1[CH3:20])=[O:40])([CH3:5])([CH3:6])[CH3:41].[Cl:49][CH2:50][Cl:51].[OH:42][C:43]([C:44]([F:45])([F:46])[F:47])=[O:48]>>[NH2:7][CH2:8][C:9]([NH:10][CH2:11][CH2:12][O:13][c:14]1[c:15]([CH2:38][CH3:39])[cH:16][c:17](-[c:21]2[n:22][o:23][c:24](-[c:26]3[cH:27][c:28]([N:33]([CH2:34][CH3:35])[CH2:36][CH3:37])[n:29][c:30]([CH3:32])[cH:31]3)[n:25]2)[cH:18][c:19]1[CH3:20])=[O:40].